Task: describe an organic reaction: reactants, conditions, products, and yield. Dataset: the Open Reaction Database (ORD), a public repository of structured organic reaction records Starting materials: [OH-].[Na+] (sodium hydroxide), Cl.NCCS (2-aminoethanethiol hydrochloride), COC1=CC=C(/C=C/C(=O)OC)C=C1 (trans-methyl 4-methoxycinnamate). Solvent: CO (methanol). Run at temperature 0 celsius, time 5 day. Yields the product COC1=CC=C(C=C1)C1CC(NCCS1)=O (Tetrahydro-7-(4-methoxyphenyl)-1,4-thiazepin-5-one). As a reaction SMILES: Cl.[NH2:2][CH2:3][CH2:4][SH:5].[OH-].[Na+].[CH3:8][O:9][C:10]1[CH:21]=[CH:20][C:13](/[CH:14]=[CH:15]/[C:16](OC)=[O:17])=[CH:12][CH:11]=1>CO>[CH3:8][O:9][C:10]1[CH:21]=[CH:20][C:13]([CH:14]2[S:5][CH2:4][CH2:3][NH:2][C:16](=[O:17])[CH2:15]2)=[CH:12][CH:11]=1 |f:0.1,2.3|. Procedure details: A mixture of 2-aminoethanethiol hydrochloride (31.0 g, 0.273 mol) and 140 mL of methanol is cooled to 0° C. and treated with pulverized sodium hydroxide (12.0 g, 0.475 mol) followed by trans-methyl 4-methoxycinnamate (52.4 g, 0.273 mol). The reaction mixture is allowed to warm to room temperature and stirred for 5 days. The mixture is then heated to 60° C. for 30 minutes and filtered while still warm. The methanolic solution is concentrated to ca 1/4 volume and the product is isolated by filtrat...